From a dataset of the Open Reaction Database (ORD), a public repository of structured organic reaction records. describe an organic reaction: reactants, conditions, products, and yield Reactants: FC(F)(Br)Br, C1CCOC1, CCN(CC)P(N(CC)CC)N(CC)CC, CCCCCC1CCC(C2CCC(c3ccc(C4CCC(=O)CC4)c(F)c3)CC2)CC1. Yields the product CCCCCC1CCC(C2CCC(c3ccc(C4CCC(=C(F)F)CC4)c(F)c3)CC2)CC1. RXN SMILES: [Br:1][C:2]([F:3])([F:4])[Br:5].[CH2:53]1[O:54][CH2:55][CH2:56][CH2:57]1.[CH2:6]([N:7]([P:8]([N:9]([CH2:10][CH3:11])[CH2:12][CH3:13])[N:14]([CH2:15][CH3:16])[CH2:17][CH3:18])[CH2:19][CH3:20])[CH3:21].[F:22][c:23]1[c:24]([CH:46]2[CH2:47][CH2:48][C:49](=[O:52])[CH2:50][CH2:51]2)[cH:25][cH:26][c:27]([CH:29]2[CH2:30][CH2:31][CH:32]([CH:35]3[CH2:36][CH2:37][CH:38]([CH2:41][CH2:42][CH2:43][CH2:44][CH3:45])[CH2:39][CH2:40]3)[CH2:33][CH2:34]2)[cH:28]1>>[C:2]([F:3])([F:4])=[C:49]1[CH2:48][CH2:47][CH:46]([c:24]2[c:23]([F:22])[cH:28][c:27]([CH:29]3[CH2:30][CH2:31][CH:32]([CH:35]4[CH2:36][CH2:37][CH:38]([CH2:41][CH2:42][CH2:43][CH2:44][CH3:45])[CH2:39][CH2:40]4)[CH2:33][CH2:34]3)[cH:26][cH:25]2)[CH2:51][CH2:50]1. Starting materials: CC(=O)OC1OC(COC(=O)c2ccccc2)C(OC(=O)c2ccccc2)C1OC(=O)c1ccccc1, CC#N, [Cl-], [Na+], O=C([O-])O, O, c1cn(-c2ncnc3nc[nH]c23)cn1. Product: O=C(OCC1OC(n2cnc3c(-n4ccnc4)ncnc32)C(OC(=O)c2ccccc2)C1OC(=O)c1ccccc1)c1ccccc1. RXN SMILES: [C:15]([O:16][CH:19]1[CH:20]([O:21][C:22]([c:23]2[cH:24][cH:25][cH:26][cH:27][cH:28]2)=[O:29])[CH:30]([O:31][C:32]([c:33]2[cH:34][cH:35][cH:36][cH:37][cH:38]2)=[O:39])[CH:40]([CH2:42][O:43][C:44]([c:45]2[cH:46][cH:47][cH:48][cH:49][cH:50]2)=[O:51])[O:41]1)(=[O:17])[CH3:18].[CH3:58][C:59]#[N:60].[Cl-:52].[Na+:57].[O-:53][C:54]([OH:55])=[O:56].[OH2:61].[n:1]1(-[c:6]2[c:7]3[nH:8][cH:9][n:10][c:11]3[n:12][cH:13][n:14]2)[cH:2][n:3][cH:4][cH:5]1>>[n:1]1(-[c:6]2[c:7]3[n:8][cH:9][n:10]([CH:19]4[CH:20]([O:21][C:22]([c:23]5[cH:24][cH:25][cH:26][cH:27][cH:28]5)=[O:29])[CH:30]([O:31][C:32]([c:33]5[cH:34][cH:35][cH:36][cH:37][cH:38]5)=[O:39])[CH:40]([CH2:42][O:43][C:44]([c:45]5[cH:46][cH:47][cH:48][cH:49][cH:50]5)=[O:51])[O:41]4)[c:11]3[n:12][cH:13][n:14]2)[cH:2][n:3][cH:4][cH:5]1. Reactants: O (water), NC1=NC=C2N=CN(C2=N1)CCO (2-amino-9-(2-hydroxyethyl)purine), C1(=CC=CC=C1)P(C1=CC=CC=C1)C1=CC=CC=C1 (triphenylphosphine), C(Br)(Br)(Br)Br (carbon tetrabromide). Procedure: 17.92 g (0.1 mole) of 2-amino-9-(2-hydroxyethyl)purine was completely dissolved in 200 ml of 1,4-dioxane. The solution was added with 49.75 g (0.15 mole) of carbon tetrabromide and cooled below 5° C. To the cooled material, 39.34 g (0.15 mole) of triphenylphosphine was added, followed by stirring for 5 hours at room temperature. After completion of the reaction, 300 ml of water was added to the reaction product, which was then extracted four times with 500 ml portions of a mixed solution of chlo... Product: NC1=NC=C2N=CN(C2=N1)CCBr (2-amino-9-(2-bromoethyl)purine). As a reaction SMILES: [NH2:1][C:2]1[N:10]=[C:9]2[C:5]([N:6]=[CH:7][N:8]2[CH2:11][CH2:12]O)=[CH:4][N:3]=1.C(Br)(Br)(Br)[Br:15].C1(P(C2C=CC=CC=2)C2C=CC=CC=2)C=CC=CC=1.O>O1CCOCC1>[NH2:1][C:2]1[N:10]=[C:9]2[C:5]([N:6]=[CH:7][N:8]2[CH2:11][CH2:12][Br:15])=[CH:4][N:3]=1. The solvent is O1CCOCC1 (1,4-dioxane). Conditions: time 5 hour. Starting materials: CC(C)(C)OC(=O)N1CCN(c2ccc(O)cc2)CC1, CC(C)(C)OC(=O)N1CCC(O)CC1, ClCCl, c1ccc(P(c2ccccc2)c2ccccc2)cc1. Product: CC(C)(C)OC(=O)N1CCC(Oc2ccc(N3CCN(C(=O)OC(C)(C)C)CC3)cc2)CC1. As a reaction SMILES: [C:1]([CH3:2])([CH3:3])([CH3:4])[O:5][C:6](=[O:7])[N:8]1[CH2:9][CH2:10][N:11]([c:14]2[cH:15][cH:16][c:17]([OH:20])[cH:18][cH:19]2)[CH2:12][CH2:13]1.[C:21]([CH3:22])([CH3:23])([CH3:24])[O:25][C:26](=[O:27])[N:28]1[CH2:29][CH2:30][CH:31]([OH:34])[CH2:32][CH2:33]1.[Cl:54][CH2:55][Cl:56].[c:35]1([P:36]([c:37]2[cH:38][cH:39][cH:40][cH:41][cH:42]2)[c:43]2[cH:44][cH:45][cH:46][cH:47][cH:48]2)[cH:49][cH:50][cH:51][cH:52][cH:53]1>>[C:1]([CH3:2])([CH3:3])([CH3:4])[O:5][C:6](=[O:7])[N:8]1[CH2:9][CH2:10][N:11]([c:14]2[cH:15][cH:16][c:17]([O:20][CH:31]3[CH2:30][CH2:29][N:28]([C:26]([O:25][C:21]([CH3:22])([CH3:23])[CH3:24])=[O:27])[CH2:33][CH2:32]3)[cH:18][cH:19]2)[CH2:12][CH2:13]1. Reactants: NC1=CC=C(OC2=C(C=C(C(=O)NC3=CC=C(C=C3)Br)C=C2)[N+](=O)[O-])C=C1 (4-(4-Amino-phenoxy)-N-(4-bromo-phenyl)-3-nitro-benzamide), CS(=O)(=O)Cl (methanesulfonyl chloride). The solvent is N1=CC=CC=C1 (pyridine). Reaction conditions: time 19 hour. Yields the product BrC1=CC=C(C=C1)NC(C1=CC(=C(C=C1)OC1=CC=C(C=C1)NS(=O)(=O)C)[N+](=O)[O-])=O (N-(4-Bromo-phenyl)-4-(4-methanesulfonylamino-phenoxy)-3-nitro-benzamide). Isolated yield 97.6%. RXN SMILES: [NH2:1][C:2]1[CH:27]=[CH:26][C:5]([O:6][C:7]2[CH:22]=[CH:21][C:10]([C:11]([NH:13][C:14]3[CH:19]=[CH:18][C:17]([Br:20])=[CH:16][CH:15]=3)=[O:12])=[CH:9][C:8]=2[N+:23]([O-:25])=[O:24])=[CH:4][CH:3]=1.[CH3:28][S:29](Cl)(=[O:31])=[O:30]>N1C=CC=CC=1>[Br:20][C:17]1[CH:18]=[CH:19][C:14]([NH:13][C:11](=[O:12])[C:10]2[CH:21]=[CH:22][C:7]([O:6][C:5]3[CH:26]=[CH:27][C:2]([NH:1][S:29]([CH3:28])(=[O:31])=[O:30])=[CH:3][CH:4]=3)=[C:8]([N+:23]([O-:25])=[O:24])[CH:9]=2)=[CH:15][CH:16]=1. Reported procedure: The product of Example 91A (195 mg, 0.4554 mmol) was dissolved in anhydrous pyridine (5 mL) under a nitrogen atmosphere, treated with methanesulfonyl chloride (0.106 mL, 1.366 mmol), and stirred at room temperature for 19 hours. The solvent was removed by rotary evaporation under vacuum, and the residue dissolved in ethyl acetate (100 mL) and washed with 1N aqueous hydrochloric acid (2×50 mL), water (50 mL), and brine (50 mL). The organic phase was dried over anhydrous sodium sulfate, filtered, ... Starting materials: C1CCOC1, Cc1cc(-c2ccc(C(F)(F)F)cc2)cc(-c2cccc(-c3cccc(S(=O)(=O)Cl)c3)n2)n1, COc1ccc(CN)cc1, CCOC(C)=O. Product: COc1ccc(CNS(=O)(=O)c2cccc(-c3cccc(-c4cc(-c5ccc(C(F)(F)F)cc5)cc(C)n4)n3)c2)cc1. RXN SMILES: [CH2:44]1[O:45][CH2:46][CH2:47][CH2:48]1.[CH3:1][c:2]1[cH:3][c:4](-[c:24]2[cH:25][cH:26][c:27]([C:30]([F:31])([F:32])[F:33])[cH:28][cH:29]2)[cH:5][c:6](-[c:8]2[n:9][c:10](-[c:14]3[cH:15][c:16]([S:20](=[O:21])(=[O:22])[Cl:23])[cH:17][cH:18][cH:19]3)[cH:11][cH:12][cH:13]2)[n:7]1.[CH3:34][O:35][c:36]1[cH:37][cH:38][c:39]([CH2:40][NH2:41])[cH:42][cH:43]1.[CH3:49][CH2:50][O:51][C:52]([CH3:53])=[O:54]>>[CH3:1][c:2]1[cH:3][c:4](-[c:24]2[cH:25][cH:26][c:27]([C:30]([F:31])([F:32])[F:33])[cH:28][cH:29]2)[cH:5][c:6](-[c:8]2[n:9][c:10](-[c:14]3[cH:15][c:16]([S:20](=[O:21])(=[O:22])[NH:41][CH2:40][c:39]4[cH:38][cH:37][c:36]([O:35][CH3:34])[cH:43][cH:42]4)[cH:17][cH:18][cH:19]3)[cH:11][cH:12][cH:13]2)[n:7]1.